The task is: describe an organic reaction: reactants, conditions, products, and yield. This data is from the Open Reaction Database (ORD), a public repository of structured organic reaction records. Reactants: COCCN(C(=O)C=1C=C(C(N2C=CC3=C(C12)SC=C3)=O)C3=CC=C(C=C3)OCC3=CC=CC=C3)C3=CC=CC=C3 (8-(4-benzyloxy-phenyl)-7-oxo-7H-thieno[2,3-a]quinolizine-10-carboxylic acid (2-methoxy-ethyl)-phenyl-amide), II (iodine). Yields the product COCCN(C(=O)C=1C=C(C(N2C=CC3=C(C12)SC(=C3)I)=O)C3=CC=C(C=C3)OCC3=CC=CC=C3)C3=CC=CC=C3 (8-(4-Benzyloxy-phenyl)-2-iodo-7-oxo-7H-thieno[2,3-a]quinolizine-10-carboxylic acid (2-methoxy-ethyl)-phenyl-amide). As a reaction SMILES: [CH3:1][O:2][CH2:3][CH2:4][N:5]([C:36]1[CH:41]=[CH:40][CH:39]=[CH:38][CH:37]=1)[C:6]([C:8]1[CH:9]=[C:10]([C:22]2[CH:27]=[CH:26][C:25]([O:28][CH2:29][C:30]3[CH:35]=[CH:34][CH:33]=[CH:32][CH:31]=3)=[CH:24][CH:23]=2)[C:11](=[O:21])[N:12]2[C:17]=1[C:16]1[S:18][CH:19]=[CH:20][C:15]=1[CH:14]=[CH:13]2)=[O:7].[I:42]I>>[CH3:1][O:2][CH2:3][CH2:4][N:5]([C:36]1[CH:37]=[CH:38][CH:39]=[CH:40][CH:41]=1)[C:6]([C:8]1[CH:9]=[C:10]([C:22]2[CH:27]=[CH:26][C:25]([O:28][CH2:29][C:30]3[CH:35]=[CH:34][CH:33]=[CH:32][CH:31]=3)=[CH:24][CH:23]=2)[C:11](=[O:21])[N:12]2[C:17]=1[C:16]1[S:18][C:19]([I:42])=[CH:20][C:15]=1[CH:14]=[CH:13]2)=[O:7]. Procedure: By lithiation of 8-(4-benzyloxy-phenyl)-7-oxo-7H-thieno[2,3-a]quinolizine-10-carboxylic acid (2-methoxy-ethyl)-phenyl-amide and reaction with iodine. Starting materials: hexahydrated cobalt (II) chloride, [OH-].[Na+] (sodium hydroxide), [Co](Cl)Cl (cobalt (II) chloride), C(CC(=O)C)(=O)NC1=CC=CC=C1 (acetoacetanilide). Reaction SMILES: [OH-].[Na+].[C:3]([NH:9][C:10]1[CH:15]=[CH:14][CH:13]=[CH:12][CH:11]=1)(=[O:8])[CH2:4][C:5]([CH3:7])=[O:6].[Co:16](Cl)Cl>O>[Co:16].[C:3]([NH:9][C:10]1[CH:15]=[CH:14][CH:13]=[CH:12][CH:11]=1)(=[O:8])[CH2:4][C:5]([CH3:7])=[O:6] |f:0.1,5.6|. Product: [Co].C(CC(=O)C)(=O)NC1=CC=CC=C1 (acetoacetanilide cobalt). Procedure details: Four grams (0.1 mol) of sodium hydroxide were dissolved in 150 cc of water. To this solution, 17.7 g (0.1 mol) of acetoacetanilide were added while stirring. After the dissolution had been completed, the obtained solution was dripped taking 10 minutes while vigorously stirring into a cobalt (II) chloride aqueous solution which had been prepared in advance by dissolving 11.9 g (0.04 mol) of hexahydrated cobalt (II) chloride in 20 cc of water. Then, the produced precipitate was separated by filtra... Run in O (water), O (water). Reaction conditions: time 10 minute. The reactants are C(C)(C)NC(C)C (di-isopropylamine), CO (methanol), C(C1=CC=CC=C1)OC(N[C@H](CN1N=CC2=CC=C3C(=C12)C=C(O3)CN)C)=O ([(S)-2-(7-Aminomethyl-furo[2,3-g]indazol-1-yl)-1-methylethyl]-carbamic acid benzyl ester), C(C)N=C=O (ethyl isocyanate). As a reaction SMILES: [CH2:1]([O:8][C:9](=[O:28])[NH:10][C@@H:11]([CH3:27])[CH2:12][N:13]1[C:21]2[C:16](=[CH:17][CH:18]=[C:19]3[O:24][C:23]([CH2:25][NH2:26])=[CH:22][C:20]3=2)[CH:15]=[N:14]1)[C:2]1[CH:7]=[CH:6][CH:5]=[CH:4][CH:3]=1.C(NC(C)C)(C)C.[CH2:36]([N:38]=[C:39]=[O:40])[CH3:37].CO>C1COCC1.ClCCl>[CH2:1]([O:8][C:9](=[O:28])[NH:10][C@@H:11]([CH3:27])[CH2:12][N:13]1[C:21]2[C:16](=[CH:17][CH:18]=[C:19]3[O:24][C:23]([CH2:25][NH:26][C:39]([NH:38][CH2:36][CH3:37])=[O:40])=[CH:22][C:20]3=2)[CH:15]=[N:14]1)[C:2]1[CH:7]=[CH:6][CH:5]=[CH:4][CH:3]=1. The yield is 81.3%. The solvent is C1CCOC1 (THF), ClCCl (Dichloromethane). Reported procedure: To a solution of the product from Example 17, Step B (0.20 g, 0.53 mmol) in THF (4 mL) was added polymer supported di-isopropylamine (1.5 eq, 0.79 mmol, 0.22 g) and ethyl isocyanate (0.042 mL, 0.52 mmol); this mixture was stirred at room temperature for three hours followed by the addition of methanol (5 mL). Dichloromethane (15 mL) was added and the mixture was filtered, evaporation of the filtrate gave a solid (0.19 g) which was purified by chromatography (silica gel, hexane/ethyl acetate grad... The product is C(C1=CC=CC=C1)OC(N[C@H](CN1N=CC2=CC=C3C(=C12)C=C(O3)CNC(=O)NCC)C)=O (((S)-2-{7-[(3-Ethylureido)-methyl]-furo[2,3-g]indazol-1-yl}-1-methylethyl)-carbamic acid benzyl ester). Run at time 3 hour. The reactants are CC(=O)O, CC(=O)O, CC(=O)O, CC(=O)O, NCCN, O=C(O)CN(CCN(CC(=O)O)CC(=O)O)CC(=O)O, [NH4+], [OH-], O. The product is O=C(O)CN(CCN(CC(=O)O)CC(=O)O)CC(=O)O, [NH4+]. As a reaction SMILES: [C:13]([OH:14])(=[O:15])[CH3:16].[C:1]([OH:2])(=[O:3])[CH3:4].[C:5]([OH:6])(=[O:7])[CH3:8].[C:9]([OH:10])(=[O:11])[CH3:12].[CH2:17]([NH2:18])[CH2:20][NH2:19].[CH2:23]([CH2:24][N:25]([CH2:26][C:27](=[O:28])[OH:29])[CH2:30][C:31](=[O:32])[OH:33])[N:34]([CH2:35][C:36](=[O:37])[OH:38])[CH2:39][C:40](=[O:41])[OH:42].[NH4+:21].[OH-:22].[OH2:43]>>[CH2:23]([CH2:24][N:25]([CH2:26][C:27](=[O:28])[OH:29])[CH2:30][C:31](=[O:32])[OH:33])[N:34]([CH2:35][C:36](=[O:37])[OH:38])[CH2:39][C:40](=[O:41])[OH:42].[NH4+:19]. Starting materials: ClC1=CC=C(C=C1)C=1C=CC(=NC1)N (5-(4-Chlorophenyl)-2-pyridylamine), ClC1=C(C(=O)N=C=O)C(=CC=C1)Cl (2,6-dichlorobenzoyl isocyanate). The solvent is ClCCl (dichloromethane). Conditions: time 3 hour. Product: ClC1=C(C(=O)NC(=O)NC2=NC=C(C=C2)C2=CC=C(C=C2)Cl)C(=CC=C1)Cl (1-(2,6-DICHLOROBENZOYL)-3-(5-(4-CHLOROPHENYL)-2-PYRIDYL)UREA). Yield: 62.4%. As a reaction SMILES: [Cl:1][C:2]1[CH:7]=[CH:6][C:5]([C:8]2[CH:9]=[CH:10][C:11]([NH2:14])=[N:12][CH:13]=2)=[CH:4][CH:3]=1.[Cl:15][C:16]1[CH:26]=[CH:25][CH:24]=[C:23]([Cl:27])[C:17]=1[C:18]([N:20]=[C:21]=[O:22])=[O:19]>ClCCl>[Cl:15][C:16]1[CH:26]=[CH:25][CH:24]=[C:23]([Cl:27])[C:17]=1[C:18]([NH:20][C:21]([NH:14][C:11]1[CH:10]=[CH:9][C:8]([C:5]2[CH:6]=[CH:7][C:2]([Cl:1])=[CH:3][CH:4]=2)=[CH:13][N:12]=1)=[O:22])=[O:19]. Procedure: 5-(4-Chlorophenyl)-2-pyridylamine (0.6 gram), 2,6-dichlorobenzoyl isocyanate (0.8 gram), in a small amount of dichloromethane were reacted at room temperature. A slight exothermic reaction was followed by an almost immediate precipitate. After 3 hours at room temperature, the reaction mixture was cooled in an ice bath and then filtered to give 770 mg of colorless crystals. The identity of the product was confirmed by NMR analysis, m.p. 230°-233° C. Starting materials: C1(=CC=CC=C1)C (toluene), S(Cl)Cl (sulfenyl chloride), [Na].C1(=CC=CC=C1)NC1=CC=CC=C1 (diphenylamine sodium salt). Solvent: C1CCOC1 (THF). Reaction conditions: time 1 hour. The product is C1(=CC=CC=C1)NC1=CC=CC=C1 (Diphenylamine). RXN SMILES: C1(C)C=CC=CC=1.S(Cl)Cl.[Na].[C:12]1([NH:18][C:19]2[CH:24]=[CH:23][CH:22]=[CH:21][CH:20]=2)[CH:17]=[CH:16][CH:15]=[CH:14][CH:13]=1>C1COCC1>[C:19]1([NH:18][C:12]2[CH:13]=[CH:14][CH:15]=[CH:16][CH:17]=2)[CH:20]=[CH:21][CH:22]=[CH:23][CH:24]=1 |f:2.3,^1:10|. Procedure: The toluene solution of the sulfenyl chloride was added to the THF solution of the diphenylamine sodium salt. The reaction mixture was stirred cold for 1 hour, cooling was removed and the reaction was stirred an additional hour. The reaction mixture was filtered through celite and solvent was removed in vacuum leaving a brown oil. Chromatography on silica gel yielded the desired product as a yellow oil which solidified on trituration with hexanes (m 109°-122° C.).